From a dataset of the Open Reaction Database (ORD), a public repository of structured organic reaction records. describe an organic reaction: reactants, conditions, products, and yield Reactants: C(C1=CC=CC=C1)OCCC=1N(C(=C(N1)C(C)C)SC1=CC(=CC(=C1)Cl)Cl)CC (2-benzyloxyethyl-5-(3,5-dichlorophenylthio)-1-ethyl-4-isopropyl-1H-imidazole), C(O)([O-])=O.[Na+] (sodium hydrogen carbonate). Run in Cl (hydrochloric acid). Reaction conditions: temperature 100 celsius. Product: ClC=1C=C(C=C(C1)Cl)SC1=C(N=C(N1CC)CCO)C(C)C (2-[5-(3,5-dichlorophenylthio)-1-ethyl-4-isopropyl-1H-imidazol-2-yl]ethanol). Isolated yield 84.1%. As a reaction SMILES: C([O:8][CH2:9][CH2:10][C:11]1[N:12]([CH2:28][CH3:29])[C:13]([S:19][C:20]2[CH:25]=[C:24]([Cl:26])[CH:23]=[C:22]([Cl:27])[CH:21]=2)=[C:14]([CH:16]([CH3:18])[CH3:17])[N:15]=1)C1C=CC=CC=1.C(=O)([O-])O.[Na+]>Cl>[Cl:26][C:24]1[CH:25]=[C:20]([S:19][C:13]2[N:12]([CH2:28][CH3:29])[C:11]([CH2:10][CH2:9][OH:8])=[N:15][C:14]=2[CH:16]([CH3:17])[CH3:18])[CH:21]=[C:22]([Cl:27])[CH:23]=1 |f:1.2|. Procedure: In 16 ml of cocentrated hydrochloric acid was dissolved 3.8 g (8.5 mmol) of the benzyl compound (122a), and the mixture was heated at 100° C. for 2 hours. After cooling, the mixture was neutralized with sodium hydrogen carbonate, extracted with ethyl acetate, the extract was washed with water, dried over anhydrous sodium sulfate, filtered, and concentrated under reduced pressure. The residue was purified by silica gel column chromatography (1% methanol:ethyl acetate), washed with n-hexane, and f... Reactants: ClC1=C(C(=C2CC(CC2=C1C)(C)C)C)C1CC=C(C(C1)=O)C(CC)=O (5-(6-chloro-2,2,4,7-tetramethylindan-5-yl)-2-propionyl-cyclohex-2-en-1-one), C(C)(=O)[O-].[Na+] (sodium acetate), O(CC)N (ethoxylamine), C(C)O (ethanol). Conditions: time 10 hour. Yields the product ClC1=C(C(=C2CC(CC2=C1C)(C)C)C)C1CC(=C(C(C1)=O)C(CCC)=NOCC)O (5-(6-Chloro-2,2,4,7-tetramethylindan-5-yl)-2-[1-(ethoxyimino)butyl]-3-hydroxycyclohex-2-en-1-one). As a reaction SMILES: [Cl:1][C:2]1[C:10]([CH3:11])=[C:9]2[C:5]([CH2:6][C:7]([CH3:13])([CH3:12])[CH2:8]2)=[C:4]([CH3:14])[C:3]=1[CH:15]1[CH2:20][C:19](=[O:21])[C:18](C(=O)CC)=[CH:17][CH2:16]1.[C:26]([O-:29])(=O)[CH3:27].[Na+].[O:31]([NH2:34])[CH2:32][CH3:33].[CH2:35](O)[CH3:36]>>[Cl:1][C:2]1[C:10]([CH3:11])=[C:9]2[C:5]([CH2:6][C:7]([CH3:13])([CH3:12])[CH2:8]2)=[C:4]([CH3:14])[C:3]=1[CH:15]1[CH2:27][C:26](=[O:29])[C:18]([C:17](=[N:34][O:31][CH2:32][CH3:33])[CH2:16][CH2:35][CH3:36])=[C:19]([OH:21])[CH2:20]1 |f:1.2|. Procedure details: To a solution 0.39 g of the 5-(6-chloro-2,2,4,7-tetramethylindan-5-yl)-2-propionyl-cyclohex-2-en-1-one in 10 ml of ethanol was added 0.16 g of sodium acetate (NaOAc.3H2O) and 0.13 g of ethoxylamine. After stirring at room temperature for 10 hours, the reaction mixture extracted with diethyl ether. The combined organic layer was dried over anhydrous magnesium sulfate, filtered and evaporated under reduced pressure. The residue was purified by silica-gel column chromatography to afford 0.553 g of ... Starting materials: O=C([O-])[O-], C1CCOC1, ClCCl, [Na+], [Na+], [Na+], [Na+], O=S([O-])([O-])=S, CC12CC(O)C3(CCOC4C3C1C(=O)N4c1ccc(C#N)c(C(F)(F)F)c1)O2. Product: CC12CC(=O)C3(CCOC4C3C1C(=O)N4c1ccc(C#N)c(C(F)(F)F)c1)O2. Reaction SMILES: [C:36](=[O:37])([O-:38])[O-:39].[CH2:42]1[O:43][CH2:44][CH2:45][CH2:46]1.[Cl:47][CH2:48][Cl:49].[Na+:29].[Na+:30].[Na+:40].[Na+:41].[O-:31][S:32]([O-:33])(=[S:34])=[O:35].[OH:1][CH:2]1[C:3]23[CH2:4][CH2:5][O:6][CH:7]4[N:8]([c:17]5[cH:18][c:19]([C:25]([F:26])([F:27])[F:28])[c:20]([C:21]#[N:22])[cH:23][cH:24]5)[C:9](=[O:16])[CH:10]([C:11]([CH3:14])([CH2:12]1)[O:13]2)[CH:15]34>>[O:1]=[C:2]1[C:3]23[CH2:4][CH2:5][O:6][CH:7]4[N:8]([c:17]5[cH:18][c:19]([C:25]([F:26])([F:27])[F:28])[c:20]([C:21]#[N:22])[cH:23][cH:24]5)[C:9](=[O:16])[CH:10]([C:11]([CH3:14])([CH2:12]1)[O:13]2)[CH:15]34. The reactants are S(=O)(=O)([O-])[O-].[Na+].[Na+] (sodium sulphate), O.S(=O)(=O)([O-])S(=O)(=O)[O-].[Na+].[Na+] (sodium dithionate hydrate), S(=O)(=O)([O-])[O-].[Na+].[Na+] (sodium sulphate), S(=O)(=O)([O-])S(=O)(=O)[O-].[Na+].[Na+] (sodium dithionate). Run in O (water), O (water). Product: S(=O)(=O)([O-])[O-].[Na+].[Na+] (sodium sulphate), S(=O)=O (sulfur dioxide). Reaction SMILES: [S:1]([O-:5])([O-:4])(=[O:3])=[O:2].[Na+:6].[Na+].O.[S:9](S([O-])(=O)=O)([O-])(=[O:11])=[O:10].[Na+].[Na+].S(S([O-])(=O)=O)([O-])(=O)=O.[Na+].[Na+]>O>[S:1]([O-:5])([O-:4])(=[O:3])=[O:2].[Na+:6].[Na+:6].[S:9](=[O:11])=[O:10] |f:0.1.2,3.4.5.6,7.8.9,11.12.13|. Procedure: Accordingly, disclosed herein is a process for hydrometallurgical processing of manganese sulphate and manganese dithionate containing liquors and recovery of water therefrom, comprises the steps of: deriving sodium sulphate and/or sodium dithionate containing liquors from manganese sulphate and manganese dithionate containing liquids; crystallizing sodium sulphate decahydrate and sodium dithionate dehydrate by cooling sodium sulphate/sodium dithionate containing liquor with or without a vacuum;...